From a dataset of the Open Reaction Database (ORD), a public repository of structured organic reaction records. describe an organic reaction: reactants, conditions, products, and yield The reactants are IC (iodomethane), IC (iodomethane), C(C)(C)(C)OC(NC[C@H](C)O)=O (((S)-2-Hydroxy-propyl)-carbamic acid tert-butyl ester). The reagents and catalysts are [Ag]=O (silver oxide), [Ag]=O (silver oxide). The solvent is C(C)#N (acetonitrile). The product is C(C)(C)(C)OC(NC[C@H](C)OC)=O (((S)-2-methoxy-propyl)-carbamic acid tert-butyl ester). Yield: 31.4%. RXN SMILES: [C:1]([O:5][C:6](=[O:12])[NH:7][CH2:8][C@@H:9]([OH:11])[CH3:10])([CH3:4])([CH3:3])[CH3:2].I[CH3:14]>C(#N)C.[Ag]=O>[C:1]([O:5][C:6](=[O:12])[NH:7][CH2:8][C@@H:9]([O:11][CH3:14])[CH3:10])([CH3:2])([CH3:4])[CH3:3]. Procedure: ((S)-2-Hydroxy-propyl)-carbamic acid tert-butyl ester (0.25 g, 1.43 mmol) was dissolved in acetonitrile (14 ml) and iodomethane (1.78 ml, 28.5 mmol), and then silver oxide (0.53 g, 2.28 mmol; prepared as in Org. Syn. Coll. Vol. VII, p. 386) were added. The reaction flask was covered to protect from light and the reaction was heated at reflux for 24 h. Additional iodomethane (1.8 ml) and silver oxide (0.26 g) were added and heating was continued until the reaction was judged to be complete by sta...